From a dataset of the Open Reaction Database (ORD), a public repository of structured organic reaction records. describe an organic reaction: reactants, conditions, products, and yield The reactants are C1CCNCC1, COc1cccc(-c2cccc3c2CC(=O)N3)c1, CCO, Cc1[nH]c(C=O)c(C)c1C(=O)NCCN1CCCC1. Product: COc1cccc(-c2cccc3c2C(=Cc2[nH]c(C)c(C(=O)NCCN4CCCC4)c2C)C(=O)N3)c1. Reaction SMILES: [CH2:38]1[CH2:39][CH2:40][NH:41][CH2:42][CH2:43]1.[CH3:1][O:2][c:3]1[cH:4][c:5](-[c:9]2[c:10]3[c:14]([cH:15][cH:16][cH:17]2)[NH:13][C:12](=[O:18])[CH2:11]3)[cH:6][cH:7][cH:8]1.[CH3:44][CH2:45][OH:46].[N:19]1([CH2:24][CH2:25][NH:26][C:27](=[O:28])[c:29]2[c:30]([CH3:37])[nH:31][c:32]([CH:35]=[O:36])[c:33]2[CH3:34])[CH2:20][CH2:21][CH2:22][CH2:23]1>>[CH3:1][O:2][c:3]1[cH:4][c:5](-[c:9]2[c:10]3[c:14]([cH:15][cH:16][cH:17]2)[NH:13][C:12](=[O:18])[C:11]3=[CH:35][c:32]2[nH:31][c:30]([CH3:37])[c:29]([C:27]([NH:26][CH2:25][CH2:24][N:19]3[CH2:20][CH2:21][CH2:22][CH2:23]3)=[O:28])[c:33]2[CH3:34])[cH:6][cH:7][cH:8]1. Reactants: C(C)OC(CCC=1C=C2CC(CC2=CC1)CNS(=O)(=O)C1=CC=C(C=C1)Cl)=O (ethyl-3-[2-[(4chlorophenyl)sulfonylaminomethyl]indan-5-yl]propionate), Cl (HCl). Solvent: [OH-].[Na+] (sodium hydroxide). Conditions: temperature 70 celsius. Product: ClC1=CC=C(C=C1)S(=O)(=O)NCC1CC2=CC=C(C=C2C1)CCC(=O)O (3-[2-[(4-chlorophenyl)sulfonylaminomethyl]indan-5-yl]propionic acid). Yield: 76.0%. Reaction SMILES: C([O:3][C:4](=[O:28])[CH2:5][CH2:6][C:7]1[CH:8]=[C:9]2[C:13](=[CH:14][CH:15]=1)[CH2:12][CH:11]([CH2:16][NH:17][S:18]([C:21]1[CH:26]=[CH:25][C:24]([Cl:27])=[CH:23][CH:22]=1)(=[O:20])=[O:19])[CH2:10]2)C.Cl>[OH-].[Na+]>[Cl:27][C:24]1[CH:23]=[CH:22][C:21]([S:18]([NH:17][CH2:16][CH:11]2[CH2:10][C:9]3[C:13](=[CH:14][CH:15]=[C:7]([CH2:6][CH2:5][C:4]([OH:28])=[O:3])[CH:8]=3)[CH2:12]2)(=[O:20])=[O:19])=[CH:26][CH:25]=1 |f:2.3|. Procedure details: 195 mg (0.50 mmol) of ethyl-3-[2-[(4chlorophenyl)sulfonylaminomethyl]indan-5-yl]propionate was suspended in 3 ml of 2N sodium hydroxide and heated at 70° C. for 2 hours. After cooling, the system was made acidic with conc. HCl in an ice bath. The precipitated crystals were collected, recrystallized from a solvent mixture of ethyl acetate and hexane to obtain 137 mg of colorless flakes. Yield: 76%